describe an organic reaction: reactants, conditions, products, and yield From a dataset of the Open Reaction Database (ORD), a public repository of structured organic reaction records. Starting materials: BrC=1SC(=CC1C1=C(N=C(S1)NC(C)=O)C)S(NCCO)(=O)=O (N-{5-[2-Bromo-5-(2-hydroxy-ethylsulfamoyl)-thiophen-3-yl]-4-methyl-thiazol-2-yl}-acetamide), C(CCC)[Li] (n-Butyllithium). Yields the product OCCNS(=O)(=O)C1=CC(=CS1)C1=C(N=C(S1)NC(C)=O)C (N-{5-[5-(2-Hydroxy-ethylsulfamoyl)-thiophen-3-yl]-4-methyl-thiazol-2-yl}-acetamide). Isolated yield 9.0%. As a reaction SMILES: Br[C:2]1[S:3][C:4]([S:17](=[O:23])(=[O:22])[NH:18][CH2:19][CH2:20][OH:21])=[CH:5][C:6]=1[C:7]1[S:11][C:10]([NH:12][C:13](=[O:15])[CH3:14])=[N:9][C:8]=1[CH3:16].C([Li])CCC>C1COCC1>[OH:21][CH2:20][CH2:19][NH:18][S:17]([C:4]1[S:3][CH:2]=[C:6]([C:7]2[S:11][C:10]([NH:12][C:13](=[O:15])[CH3:14])=[N:9][C:8]=2[CH3:16])[CH:5]=1)(=[O:23])=[O:22]. The solvent is C1CCOC1 (THF). Procedure: N-{5-[2-Bromo-5-(2-hydroxy-ethylsulfamoyl)-thiophen-3-yl]-4-methyl-thiazol-2-yl}-acetamide obtained in Step I as described above (1760 mg; 4 mmol; 1 eq), is dissolved in anhydrous THF (100 ml). The reaction mixture is then cooled down to −70° C. and put under nitrogen. n-Butyllithium (48 ml; 1.6 M; 95.9 mmol; 24 eq) is added dropwise. The reaction is stirred 2 hours at −70° C. and quenched with water. Solvents are evaporated and the resulting residue is purified by preparative HPLC, affording Co... Run at temperature -70 celsius, time 2 hour. Reactants: C1CCOC1, [Cl-], [Fe], O=[N+]([O-])c1ccc(N2CCCCC2)cc1, [NH4+], O. The product is Nc1ccc(N2CCCCC2)cc1. As a reaction SMILES: [CH2:19]1[O:20][CH2:21][CH2:22][CH2:23]1.[Cl-:1].[Fe:24].[N+:3]([O-:4])(=[O:5])[c:6]1[cH:7][cH:8][c:9]([N:12]2[CH2:13][CH2:14][CH2:15][CH2:16][CH2:17]2)[cH:10][cH:11]1.[NH4+:2].[OH2:18]>>[NH2:3][c:6]1[cH:7][cH:8][c:9]([N:12]2[CH2:13][CH2:14][CH2:15][CH2:16][CH2:17]2)[cH:10][cH:11]1. Reactants: ClC1=NC(=NC(=C1)Cl)NC(C)(C)C (4,6-dichloro-2-(1,1-dimethylethylamino)pyrimidine), NCC(C)(C)C (1-amino-2,2-dimethylpropane). The solvent is C(C)(C)O (isopropanol). The product is ClC1=CC(=NC(=N1)NC(C)(C)C)NCC(C)(C)C (6-chloro-2-(1,1-dimethylethylamino)-4-(2,2-dimethylpropylamino)pyrimidine). Reaction SMILES: Cl[C:2]1[CH:7]=[C:6]([Cl:8])[N:5]=[C:4]([NH:9][C:10]([CH3:13])([CH3:12])[CH3:11])[N:3]=1.[NH2:14][CH2:15][C:16]([CH3:19])([CH3:18])[CH3:17]>C(O)(C)C>[Cl:8][C:6]1[N:5]=[C:4]([NH:9][C:10]([CH3:13])([CH3:12])[CH3:11])[N:3]=[C:2]([NH:14][CH2:15][C:16]([CH3:19])([CH3:18])[CH3:17])[CH:7]=1. Procedure: After dissolving 5.0 g of 4,6-dichloro-2-(1,1-dimethylethylamino)pyrimidine in 25 ml of isopropanol and adding 5 ml of 1-amino-2,2-dimethylpropane, the reaction mixture is boiled under reflux for 20 hours, then the reaction mixture is evaporated and the residue is distributed between 80 ml of chloroform and 15 ml of 10% sodium hydroxide solution. After separation the organic phase is washed 4 times with 20 ml of water each, then dried and evaporated. The residue is recrystallized from hexane to ... Reactants: Cc1cccc(Br)c1, C=CCCN1CCC(S(=O)(=O)c2ccc(O)cc2)C1, C1CCOC1, B1C2CCCC1CCC2, [K+], [K+], O=C([O-])[O-], CN(C)C=O. The product is Cc1cccc(CCCCN2CCC(S(=O)(=O)c3ccc(O)cc3)C2)c1. Reaction SMILES: [Br:25][c:26]1[cH:27][c:28]([CH3:32])[cH:29][cH:30][cH:31]1.[CH2:1]([CH2:2][CH:3]=[CH2:4])[N:5]1[CH2:6][CH:7]([S:10](=[O:11])(=[O:12])[c:13]2[cH:14][cH:15][c:16]([OH:19])[cH:17][cH:18]2)[CH2:8][CH2:9]1.[CH2:39]1[O:40][CH2:41][CH2:42][CH2:43]1.[CH:44]12[CH2:45][CH2:46][CH2:47][CH:48]([BH:49]1)[CH2:50][CH2:51][CH2:52]2.[K+:33].[K+:34].[O-:35][C:36]([O-:37])=[O:38].[O:20]=[CH:21][N:22]([CH3:23])[CH3:24]>>[CH2:1]([CH2:2][CH2:3][CH2:4][c:26]1[cH:27][c:28]([CH3:32])[cH:29][cH:30][cH:31]1)[N:5]1[CH2:6][CH:7]([S:10](=[O:11])(=[O:12])[c:13]2[cH:14][cH:15][c:16]([OH:19])[cH:17][cH:18]2)[CH2:8][CH2:9]1.